From a dataset of the Open Reaction Database (ORD), a public repository of structured organic reaction records. describe an organic reaction: reactants, conditions, products, and yield Reactants: [Si](C)(C)(C(C)(C)C)OCC1(CC=2N(CCS1)C(=NN2)C2(CC2)C2=CC=C(C=C2)C=2C(=NC=CC2)OC)C (8-({[Tert-butyl(dimethyl)silyl]oxy}methyl)-3-{1-[4-(2-methoxypyridin-3-yl)phenyl]cyclopropyl}-8-methyl-5,6,8,9-tetrahydro[1,2,4]triazolo[4,3-d][1,4]thiazepine), Cl (hydrochloric acid). Run in CO (methanol). Yields the product COC1=NC=CC=C1C1=CC=C(C=C1)C1(CC1)C1=NN=C2N1CCSC(C2)(C)CO ((3-{1-[4-(2-Methoxypyridin-3-yl)phenyl]cyclopropyl}-8-methyl-5,6,8,9-tetrahydro[1,2,4]triazolo[4,3-d][1,4]thiazepin-8-yl)methanol). Yield: 111.9%. Reaction SMILES: [Si]([O:8][CH2:9][C:10]1([CH3:37])[S:16][CH2:15][CH2:14][N:13]2[C:17]([C:20]3([C:23]4[CH:28]=[CH:27][C:26]([C:29]5[C:30]([O:35][CH3:36])=[N:31][CH:32]=[CH:33][CH:34]=5)=[CH:25][CH:24]=4)[CH2:22][CH2:21]3)=[N:18][N:19]=[C:12]2[CH2:11]1)(C(C)(C)C)(C)C.Cl>CO>[CH3:36][O:35][C:30]1[C:29]([C:26]2[CH:27]=[CH:28][C:23]([C:20]3([C:17]4[N:13]5[CH2:14][CH2:15][S:16][C:10]([CH2:9][OH:8])([CH3:37])[CH2:11][C:12]5=[N:19][N:18]=4)[CH2:21][CH2:22]3)=[CH:24][CH:25]=2)=[CH:34][CH:33]=[CH:32][N:31]=1. Procedure details: A solution of the compound (315 mg, 0.59 mmol) obtained in Example 43-1) and 4 M hydrochloric acid (1,4-dioxane solution, 1 mL) in methanol (4 mL) was stirred at room temperature for 16 h. The reaction mixture was concentrated under reduced pressure, saturated aqueous sodium hydrogencarbonate was added to the residue, the mixture was extracted with dichloromethane, and the organic layer was washed with saturated sodium chloride solution and dried with anhydrous sodium sulfate. After filtration, ... Starting materials: CCC#N, CN(C)[S+](N(C)C)N(C)C, C[Si-](C)(C)(F)F, CC#N, FC(F)(F)C(=C(C(F)(F)F)C(F)(F)F)C(F)(F)F, F. Yields the product CN(C)[S+](N(C)C)N(C)C, FC(F)(F)[C-](C(F)(F)F)C(F)(C(F)(F)F)C(F)(F)F. Reaction SMILES: [C:39](#[N:40])[CH2:41][CH3:42].[CH3:19][N:20]([S+:21]([N:22]([CH3:23])[CH3:24])[N:25]([CH3:26])[CH3:27])[CH3:28].[CH3:29][Si-:30]([CH3:31])([F:32])([F:33])[CH3:34].[CH3:36][C:37]#[N:38].[F:1][C:2]([F:3])([F:4])[C:5](=[C:6]([C:7]([F:8])([F:9])[F:10])[C:11]([F:12])([F:13])[F:14])[C:15]([F:16])([F:17])[F:18].[F:35]>>[CH3:19][N:20]([S+:21]([N:22]([CH3:23])[CH3:24])[N:25]([CH3:26])[CH3:27])[CH3:28].[F:1][C:2]([F:3])([F:4])[C-:5]([C:6]([C:7]([F:8])([F:9])[F:10])([C:11]([F:12])([F:13])[F:14])[F:32])[C:15]([F:16])([F:17])[F:18]. Starting materials: O=C(Nc1cnc(OCC(F)(F)F)c(Br)c1)c1cccnc1, Cc1ccccc1, CCOC(C)=O, Cc1cc(B(O)O)ccc1Cl, [Na+], [Na+], O=C([O-])[O-]. RXN SMILES: [Br:1][c:2]1[cH:3][c:4]([NH:14][C:15]([c:16]2[cH:17][n:18][cH:19][cH:20][cH:21]2)=[O:22])[cH:5][n:6][c:7]1[O:8][CH2:9][C:10]([F:11])([F:12])[F:13].[CH3:23][c:24]1[cH:25][cH:26][cH:27][cH:28][cH:29]1.[CH3:47][CH2:48][O:49][C:50](=[O:51])[CH3:52].[Cl:30][c:31]1[c:32]([CH3:40])[cH:33][c:34]([B:37]([OH:38])[OH:39])[cH:35][cH:36]1.[Na+:41].[Na+:42].[O-:43][C:44](=[O:45])[O-:46]>>[c:2]1(-[c:34]2[cH:33][c:32]([CH3:40])[c:31]([Cl:30])[cH:36][cH:35]2)[cH:3][c:4]([NH:14][C:15]([c:16]2[cH:17][n:18][cH:19][cH:20][cH:21]2)=[O:22])[cH:5][n:6][c:7]1[O:8][CH2:9][C:10]([F:11])([F:12])[F:13]. Product: Cc1cc(-c2cc(NC(=O)c3cccnc3)cnc2OCC(F)(F)F)ccc1Cl. Reactants: CCOC(=O)CBr, CCOC(=O)c1c2ccc(CC(=O)NO)ccc-2c(C(=O)OCC)c1N, [Na]. Yields the product CCOC(=O)CONC(=O)Cc1ccc2c(C(=O)OCC)c(N)c(C(=O)OCC)c-2cc1. Reaction SMILES: [Br:28][CH2:29][C:30](=[O:31])[O:32][CH2:33][CH3:34].[NH2:2][c:3]1[c:4]([C:23](=[O:24])[O:25][CH2:26][CH3:27])[c:5]2[cH:6][cH:7][c:8]([CH2:18][C:19]([NH:20][OH:21])=[O:22])[cH:9][cH:10][c:11]-2[c:12]1[C:13](=[O:14])[O:15][CH2:16][CH3:17].[Na:1]>>[NH2:2][c:3]1[c:4]([C:23](=[O:24])[O:25][CH2:26][CH3:27])[c:5]2[cH:6][cH:7][c:8]([CH2:18][C:19]([NH:20][O:21][CH2:29][C:30](=[O:31])[O:32][CH2:33][CH3:34])=[O:22])[cH:9][cH:10][c:11]-2[c:12]1[C:13](=[O:14])[O:15][CH2:16][CH3:17]. Starting materials: CS(=O)(=O)O, ClC(Cl)Cl, Clc1nc(C2CC2)[nH]c1COCc1ccccc1, [Na+], [OH-]. Product: OCc1[nH]c(C2CC2)nc1Cl. Reaction SMILES: [CH3:19][S:20](=[O:21])(=[O:22])[OH:23].[CH:26]([Cl:27])([Cl:28])[Cl:29].[Cl:1][c:2]1[n:3][c:4]([CH:16]2[CH2:17][CH2:18]2)[nH:5][c:6]1[CH2:7][O:8][CH2:9][c:10]1[cH:11][cH:12][cH:13][cH:14][cH:15]1.[Na+:25].[OH-:24]>>[Cl:1][c:2]1[n:3][c:4]([CH:16]2[CH2:17][CH2:18]2)[nH:5][c:6]1[CH2:7][OH:8]. Starting materials: CCOC(=O)C(C)(C)Oc1ccc(OCc2ccccc2)cc1CNC(=O)OC(C)(C)C, C1CCOC1. The product is CCOC(=O)C(C)(C)Oc1ccc(O)cc1CNC(=O)OC(C)(C)C. Reaction SMILES: [CH2:1]([CH3:2])[O:3][C:4]([C:5]([CH3:6])([CH3:7])[O:8][c:9]1[c:10]([CH2:23][NH:24][C:25](=[O:26])[O:27][C:28]([CH3:29])([CH3:30])[CH3:31])[cH:11][c:12]([O:15][CH2:16][c:17]2[cH:18][cH:19][cH:20][cH:21][cH:22]2)[cH:13][cH:14]1)=[O:32].[CH2:33]1[O:34][CH2:35][CH2:36][CH2:37]1>>[CH2:1]([CH3:2])[O:3][C:4]([C:5]([CH3:6])([CH3:7])[O:8][c:9]1[c:10]([CH2:23][NH:24][C:25](=[O:26])[O:27][C:28]([CH3:29])([CH3:30])[CH3:31])[cH:11][c:12]([OH:15])[cH:13][cH:14]1)=[O:32]. Reactants: [Br-], CCCCc1c(Cc2ccc(-c3ccccc3C#N)cc2)c(=O)n(C2CCC(OCC(=O)N(C)OC)CC2)c2ccnn12, C[Mg+], CCOC(C)=O, [Cl-], [NH4+], C1CCOC1. Product: CCCCc1c(Cc2ccc(-c3ccccc3C#N)cc2)c(=O)n(C2CCC(OCC(C)O)CC2)c2ccnn12. As a reaction SMILES: [Br-:44].[CH2:1]([CH2:2][CH2:3][CH3:4])[c:5]1[c:6]([CH2:29][c:30]2[cH:31][cH:32][c:33](-[c:36]3[c:37]([C:42]#[N:43])[cH:38][cH:39][cH:40][cH:41]3)[cH:34][cH:35]2)[c:7](=[O:28])[n:8]([CH:14]2[CH2:15][CH2:16][CH:17]([O:20][CH2:21][C:22](=[O:23])[N:24]([O:25][CH3:26])[CH3:27])[CH2:18][CH2:19]2)[c:9]2[n:10]1[n:11][cH:12][cH:13]2.[CH3:45][Mg+:46].[CH3:47][CH2:48][O:49][C:50](=[O:51])[CH3:52].[Cl-:53].[NH4+:54].[O:55]1[CH2:56][CH2:57][CH2:58][CH2:59]1>>[CH2:1]([CH2:2][CH2:3][CH3:4])[c:5]1[c:6]([CH2:29][c:30]2[cH:31][cH:32][c:33](-[c:36]3[c:37]([C:42]#[N:43])[cH:38][cH:39][cH:40][cH:41]3)[cH:34][cH:35]2)[c:7](=[O:28])[n:8]([CH:14]2[CH2:15][CH2:16][CH:17]([O:20][CH2:21][CH:22]([OH:23])[CH3:47])[CH2:18][CH2:19]2)[c:9]2[n:10]1[n:11][cH:12][cH:13]2. Starting materials: C(C)(=O)OC(C)=O (acetic anhydride), N1=CC=CC=C1 (pyridine), C(C1=CC=CC=C1)OC=1C(OC(C1O)CCI)=O (3-benzyloxy-4-hydroxy-5-(2-iodoethyl)-2(5H)-furanone), B(Cl)(Cl)Cl (BCl3). The solvent is C(Cl)Cl (CH2Cl2), C(Cl)Cl (CH2Cl2), [Cl-].[Na+].O (brine). Run at temperature -78 celsius, time 30 minute. The product is OC=1C(OC(C1O)CCI)=O (3,4-dihydroxy-5-(2-iodoethyl)-2(5H)-furanone). Yield: 66.7%. RXN SMILES: C([O:8][C:9]1[C:10](=[O:18])[O:11][CH:12]([CH2:15][CH2:16][I:17])[C:13]=1[OH:14])C1C=CC=CC=1.C(OC(=O)C)(=O)C.N1C=CC=CC=1.B(Cl)(Cl)Cl>C(Cl)Cl.[Cl-].[Na+].O>[OH:8][C:9]1[C:10](=[O:18])[O:11][CH:12]([CH2:15][CH2:16][I:17])[C:13]=1[OH:14] |f:5.6.7|. Procedure: To a dry flask flushed with argon was added 0.72 g (2.0 mmol) of 3-benzyloxy-4-hydroxy-5-(2-iodoethyl)-2(5H)-furanone and 10 mL of CH2Cl2. The solution was cooled with stirring in an ice-water bath, and 0.38 mL (4.0 mmol) of acetic anhydride and 0.34 mL (4.2 mmol) of pyridine were added. The ice bath was removed and the solution was stirred for 1 hour. All volatile substances were removed in vacuo (2 h at 1 mm Hg, 25° C.). Argon was introduced to the reaction flask and the residue was taken up i...